From a dataset of the Open Reaction Database (ORD), a public repository of structured organic reaction records. describe an organic reaction: reactants, conditions, products, and yield Reactants: ClC=1C(=C2C(=NC1)N(C(=C2)C=2C=NN(C2)C)S(=O)(=O)C2=CC=C(C)C=C2)C2=CN=C(S2)C2(CCC2)OCOC (5-(5-chloro-2-(1-methyl-1H-pyrazol-4-yl)-1-tosyl-1H-pyrrolo[2,3-b]pyridin-4-yl)-2-(1-(methoxymethoxy)cyclobutyl)thiazole), [OH-].[Na+] (sodium hydroxide), Cl (HCl). Product: ClC=1C(=C2C(=NC1)NC(=C2)C=2C=NN(C2)C)C2=CN=C(S2)C2(CCC2)OCOC (5-(5-chloro-2-(1-methyl-1H-pyrazol-4-yl)-1H-pyrrolo[2,3-b]pyridin-4-yl)-2-(1-(methoxymethoxy)cyclobutyl)thiazole). Procedure details: A solution of Example 47A (0.074 g, 0.127 mmol) in methanol (1.5 mL) and 2 M aqueous sodium hydroxide solution (0.317 mL, 0.633 mmol) was heated at 75° C. for 15 minutes. The reaction was cooled to ambient temperature, and the pH adjusted to ˜7 with 10% aqueous HCl solution. The resulting suspension was extracted with ethyl acetate. The aqueous layer was extracted with additional ethyl acetate. The combined organic layers were washed with brine, dried over anhydrous sodium sulfate, filtered, and... Reaction SMILES: [Cl:1][C:2]1[C:3]([C:27]2[S:31][C:30]([C:32]3([O:36][CH2:37][O:38][CH3:39])[CH2:35][CH2:34][CH2:33]3)=[N:29][CH:28]=2)=[C:4]2[CH:10]=[C:9]([C:11]3[CH:12]=[N:13][N:14]([CH3:16])[CH:15]=3)[N:8](S(C3C=CC(C)=CC=3)(=O)=O)[C:5]2=[N:6][CH:7]=1.[OH-].[Na+].Cl>CO>[Cl:1][C:2]1[C:3]([C:27]2[S:31][C:30]([C:32]3([O:36][CH2:37][O:38][CH3:39])[CH2:35][CH2:34][CH2:33]3)=[N:29][CH:28]=2)=[C:4]2[CH:10]=[C:9]([C:11]3[CH:12]=[N:13][N:14]([CH3:16])[CH:15]=3)[NH:8][C:5]2=[N:6][CH:7]=1 |f:1.2|. Solvent: CO (methanol). The reactants are CN1C(N(C(C(=C1C)[N+](=O)[O-])=O)C)=O (1,3,6-trimethyl-5-nitro-1H-pyrimidine-2,4dione), C(C1=CC=CC=C1)=O (benzaldehyde), N1CCCCC1 (piperidine). Solvent: C(C)O (ethanol). Yields the product CN1C(N(C(C(=C1\C=C\C1=CC=CC=C1)[N+](=O)[O-])=O)C)=O (1,3-dimethyl-5-nitro-6-((E)styryl)-1H-pyrimidine-2,4-dione). Yield: 60.3%. Reaction SMILES: [CH3:1][N:2]1[C:7]([CH3:8])=[C:6]([N+:9]([O-:11])=[O:10])[C:5](=[O:12])[N:4]([CH3:13])[C:3]1=[O:14].[CH:15](=O)[C:16]1[CH:21]=[CH:20][CH:19]=[CH:18][CH:17]=1.N1CCCCC1>C(O)C>[CH3:1][N:2]1[C:7](/[CH:8]=[CH:15]/[C:16]2[CH:21]=[CH:20][CH:19]=[CH:18][CH:17]=2)=[C:6]([N+:9]([O-:11])=[O:10])[C:5](=[O:12])[N:4]([CH3:13])[C:3]1=[O:14]. Reported procedure: A mixture of 1,3,6-trimethyl-5-nitro-1H-pyrimidine-2,4dione (3.00 g, 15.06 mmol), benzaldehyde (1.58 ml, 15.56 mmol), piperidine (1.41 ml, 15.56 mmol) and a 3 Å molecular sieve (6.00 g) in ethanol (70 ml) was refluxed for 4 hours, filtered and the solid was treated with a mixture of chloroform and methanol. The resulting suspension was filtered again and the filtrates were evaporated. The residue was triturated with diethyl ether and the precipitate collected by filtration and dried under vacuum... Reactants: CCCC[Mg+], CCCC[SiH](CCCC)CCCC, CO, [Cl-], Cl[SiH](Cl)Cl, [H][H]. The product is CCCC[Si](CCCC)(CCCC)OC. RXN SMILES: [CH2:19]([Mg+:20])[CH2:21][CH2:22][CH3:23].[CH2:1]([CH2:2][CH2:3][CH3:4])[SiH:5]([CH2:6][CH2:7][CH2:8][CH3:9])[CH2:10][CH2:11][CH2:12][CH3:13].[CH3:26][OH:27].[Cl-:18].[Cl:14][SiH:15]([Cl:16])[Cl:17].[H:24][H:25]>>[CH2:1]([CH2:2][CH2:3][CH3:4])[Si:5]([CH2:6][CH2:7][CH2:8][CH3:9])([CH2:10][CH2:11][CH2:12][CH3:13])[O:27][CH3:26]. Reactants: P(OC1=CC=CC=C1)(OC1=CC=CC=C1)OC1=CC=CC=C1 (triphenyl phosphite), CI (methyl iodide), P(OC)(OC)OC (trimethyl phosphite). Run at temperature 210 celsius. Product: CP(OC1=CC=CC=C1)(OC1=CC=CC=C1)=O (Diphenyl methylphosphonate). As a reaction SMILES: [P:1]([O:16]C1C=CC=CC=1)([O:9][C:10]1[CH:15]=[CH:14][CH:13]=[CH:12][CH:11]=1)[O:2][C:3]1[CH:8]=[CH:7][CH:6]=[CH:5][CH:4]=1.CI.P(OC)(OC)O[CH3:27]>>[CH3:27][P:1](=[O:16])([O:9][C:10]1[CH:15]=[CH:14][CH:13]=[CH:12][CH:11]=1)[O:2][C:3]1[CH:8]=[CH:7][CH:6]=[CH:5][CH:4]=1. Reported procedure: To a three-necked flask equipped with thermometer, magnetic stirrer, distillation head and nitrogen inlet 163 g (0.52 mol) of triphenyl phosphite and 1.0 mL of methyl iodide were charged. Then, 32.7 g (0.26 mol) of trimethyl phosphite was added drop-wise at 100–110° C. over the course of one hour. The reaction temperature was then raised to 210° C. and an exothermic reaction was observed. The reaction temperature was maintained at 230° C. for two hours, and the reaction mixture was analyzed befo... Starting materials: O1C(OCC1)C=1C=C(C=CC1)C1(COCC(N1)=O)C ((RS)-5-(3-[1,3]dioxolan-2-yl-phenyl)-5-methyl-morpholin-3-one), S(=O)(=O)([O-])OOS(=O)(=O)[O-].[K+].[K+] (potassium monopersulphate), C(C)(=O)OCC (ethyl acetate). Run in O1CCCC1 (tetrahydrofuran), O (water), O (water). Conditions: time 3 hour. The product is CC1(NC(COC1)=O)C=1C=C(C(=O)O)C=CC1 (3-((RS)-3-methyl-5-oxo-morpholin-3-yl)-benzoic acid). Reaction SMILES: [O:1]1CC[O:3][CH:2]1[C:6]1[CH:7]=[C:8]([C:12]2([CH3:19])[NH:17][C:16](=[O:18])[CH2:15][O:14][CH2:13]2)[CH:9]=[CH:10][CH:11]=1.S(OOS([O-])(=O)=O)([O-])(=O)=O.[K+].[K+].C(OCC)(=O)C>O1CCCC1.O>[CH3:19][C:12]1([C:8]2[CH:7]=[C:6]([CH:11]=[CH:10][CH:9]=2)[C:2]([OH:3])=[O:1])[CH2:13][O:14][CH2:15][C:16](=[O:18])[NH:17]1 |f:1.2.3|. Procedure: A solution of (RS)-5-(3-[1,3]dioxolan-2-yl-phenyl)-5-methyl-morpholin-3-one (1.49 g, 5.7 mmol) in a mixture of tetrahydrofuran (65 ml) and water (13 ml) was treated with potassium monopersulphate (5.21 g, 8.5 mmol) under stirring at room temperature for 3 hours. For the workup, water (20 ml) and ethyl acetate were added. The organic layer was separated, washed with water (2×20 ml). The organic layer was dried over sodium sulphate and evaporated at reduced pressure. The 3-((RS)-3-methyl-5-oxo-mor... Reactants: C1(CC1)C1=CC=C(CNCCC2=CC(=C(C=C2)F)C(F)(F)F)C=C1 ((4-cyclopropylbenzyl)-[2-(4-fluoro-3-trifluoromethylphenyl)-ethyl]-amine), [BH4-].[Na+] (sodium borohydride), C(C)C1(CC1)C1=CC=C(C=O)C=C1 (4-(1-ethylcyclopropyl)-benzaldehyde), FC(C=1C=C(C=CC1)CCN)(F)F (2-(3-trifluoromethylphenyl)-ethylamine). Product: C(C)C1(CC1)C1=CC=C(CNCCC2=CC(=CC=C2)C(F)(F)F)C=C1 ([4-(1-ethylcyclopropyl)-benzyl]-[2-(3-trifluoromethylphenyl)-ethyl]-amine). As a reaction SMILES: [CH:1]1([C:4]2[CH:24]=[CH:23][C:7]([CH2:8][NH:9][CH2:10][CH2:11][C:12]3[CH:17]=[CH:16][C:15](F)=[C:14]([C:19]([F:22])([F:21])[F:20])[CH:13]=3)=[CH:6][CH:5]=2)[CH2:3][CH2:2]1.[CH2:25](C1(C2C=CC(C=O)=CC=2)CC1)[CH3:26].FC(F)(F)C1C=C(CCN)C=CC=1.[BH4-].[Na+]>>[CH2:25]([C:1]1([C:4]2[CH:24]=[CH:23][C:7]([CH2:8][NH:9][CH2:10][CH2:11][C:12]3[CH:17]=[CH:16][CH:15]=[C:14]([C:19]([F:22])([F:20])[F:21])[CH:13]=3)=[CH:6][CH:5]=2)[CH2:3][CH2:2]1)[CH3:26] |f:3.4|. Procedure: The title compound was synthesized in analogy to (4-cyclopropylbenzyl)-[2-(4-fluoro-3-trifluoromethylphenyl)-ethyl]-amine (described in example S53) using 4-(1-ethylcyclopropyl)-benzaldehyde (124 mg, 0.71 mmol), 2-(3-trifluoromethylphenyl)-ethylamine (135 mg, 0.71 mmol) and sodium borohydride (40 mg, 1.07 mmol). The desired product was isolated without further purification as a colorless oil. MS (ISP) 348.5 (M+H)+. Starting materials: CC1=C(N=C(S1)C1=CC=C(C=C1)C(F)(F)F)CCO (2-[5-methyl-2-(4-trifluoromethyl-phenyl)-thiazol-4-yl]-ethanol), C1(=CC=CC=C1)P(C1=CC=CC=C1)C1=CC=CC=C1 (triphenylphosphine), N(=NC(=O)OC(C)(C)C)C(=O)OC(C)(C)C (DBAD), C(C)OC(C(CC1=C(C=C(C=C1)O)OCC)OCC)=O ([rac]-2-ethoxy-3-(2-ethoxy-4-hydroxy-phenyl)-propionic acid ethyl ester). Solvent: O1CCCC1 (tetrahydrofuran). Product: C(C)OC(C(CC1=C(C=C(C=C1)OCCC=1N=C(SC1C)C1=CC=C(C=C1)C(F)(F)F)OCC)OCC)=O ([rac]-2-ethoxy-3-(2-ethoxy-4-{2-[5-methyl-2-(4-trifluoromethyl-phenyl)-thiazol-4-yl]-ethoxy}-phenyl)-propionic acid ethyl ester). RXN SMILES: [CH2:1]([O:3][C:4](=[O:20])[CH:5]([O:17][CH2:18][CH3:19])[CH2:6][C:7]1[CH:12]=[CH:11][C:10]([OH:13])=[CH:9][C:8]=1[O:14][CH2:15][CH3:16])[CH3:2].[CH3:21][C:22]1[S:26][C:25]([C:27]2[CH:32]=[CH:31][C:30]([C:33]([F:36])([F:35])[F:34])=[CH:29][CH:28]=2)=[N:24][C:23]=1[CH2:37][CH2:38]O.C1(P(C2C=CC=CC=2)C2C=CC=CC=2)C=CC=CC=1.N(C(OC(C)(C)C)=O)=NC(OC(C)(C)C)=O>O1CCCC1>[CH2:1]([O:3][C:4](=[O:20])[CH:5]([O:17][CH2:18][CH3:19])[CH2:6][C:7]1[CH:12]=[CH:11][C:10]([O:13][CH2:38][CH2:37][C:23]2[N:24]=[C:25]([C:27]3[CH:32]=[CH:31][C:30]([C:33]([F:36])([F:34])[F:35])=[CH:29][CH:28]=3)[S:26][C:22]=2[CH3:21])=[CH:9][C:8]=1[O:14][CH2:15][CH3:16])[CH3:2]. Reported procedure: In analogy to the procedure described in example 1 d], [rac]-2-ethoxy-3-(2-ethoxy-4-hydroxy-phenyl)-propionic acid ethyl ester (example 58 c]) was reacted with 2-[5-methyl-2-(4-trifluoromethyl-phenyl)-thiazol-4-yl]-ethanol [PCT Int. Appl. (2001), WO 01/00603 A1] in tetrahydrofuran in the presence of triphenylphosphine and DBAD (di-tert-butyl azodicarboxylate) to yield [rac]-2-ethoxy-3-(2-ethoxy-4-{2-[5-methyl-2-(4-trifluoromethyl-phenyl)-thiazol-4-yl]-ethoxy}-phenyl)-propionic acid ethyl ester, ...